describe an organic reaction: reactants, conditions, products, and yield From a dataset of the Open Reaction Database (ORD), a public repository of structured organic reaction records. The reactants are BrC=1C=C(C=NC1)CNS(=O)(=O)CC (ethanesulfonic acid (5-bromo-pyridin-3-ylmethyl)-amide), [H-].[Na+] (sodium hydride), IC (iodomethane). Run in CN(C)C=O (DMF), CN(C)C=O (DMF). Conditions: temperature -10 celsius, time 15 minute. Product: BrC=1C=C(C=NC1)CN(S(=O)(=O)CC)C (ethanesulfonic acid (5-bromo-pyridin-3-ylmethyl)-methyl-amide). As a reaction SMILES: [Br:1][C:2]1[CH:3]=[C:4]([CH2:8][NH:9][S:10]([CH2:13][CH3:14])(=[O:12])=[O:11])[CH:5]=[N:6][CH:7]=1.[H-].[Na+].I[CH3:18]>CN(C=O)C>[Br:1][C:2]1[CH:3]=[C:4]([CH2:8][N:9]([CH3:18])[S:10]([CH2:13][CH3:14])(=[O:11])=[O:12])[CH:5]=[N:6][CH:7]=1 |f:1.2|. Procedure details: To a solution of ethanesulfonic acid (5-bromo-pyridin-3-ylmethyl)-amide (0.21 g, 0.752 mmol), prepared as described in Example 11a, in DMF (6 mL) at −10° C., was added sodium hydride (60% oil dispersion, 39 mg, 0.98 mmol). The reaction was stirred for 15 minutes at which time iodomethane (0.056 ml, 0.903 mmol) dissolved in DMF (1 mL) was added. The reaction was stirred at −10° C. for an additional 15 minutes and was then quenched with ammonia hydroxide (2 mL). The reaction was diluted with brine... Reactants: O1CCOCCNCCOCCNCC1 (1,4,10-trioxa-7,13-diazacyclopentadecane), C12(CC3CC(CC(C1)C3)C2)C(=O)Cl (1-adamantylcarbonyl chloride). Product: C12(CC3CC(CC(C1)C3)C2)C(=O)N2CCOCCOCCN(CCOCC2)C(=O)C23CC1CC(CC(C2)C1)C3 (7,13-Bis(1-adamantylcarbonyl)- 1,4,10-trioxa-7,13-diazacyclopentadecane). Reaction SMILES: [O:1]1[CH2:15][CH2:14][NH:13][CH2:12][CH2:11][O:10][CH2:9][CH2:8][NH:7][CH2:6][CH2:5][O:4][CH2:3][CH2:2]1.[C:16]12([C:26](Cl)=[O:27])[CH2:25][CH:20]3[CH2:21][CH:22]([CH2:24][CH:18]([CH2:19]3)[CH2:17]1)[CH2:23]2>>[C:16]12([C:26]([N:13]3[CH2:12][CH2:11][O:10][CH2:9][CH2:8][N:7]([C:26]([C:16]45[CH2:25][CH:20]6[CH2:19][CH:18]([CH2:24][CH:22]([CH2:21]6)[CH2:23]4)[CH2:17]5)=[O:27])[CH2:6][CH2:5][O:4][CH2:3][CH2:2][O:1][CH2:15][CH2:14]3)=[O:27])[CH2:25][CH:20]3[CH2:21][CH:22]([CH2:24][CH:18]([CH2:19]3)[CH2:17]1)[CH2:23]2. Procedure: Analogously to Example 2 from 1,4,10-trioxa-7,13-diazacyclopentadecane and 1-adamantylcarbonyl chloride. Starting materials: [OH-].[K+] (potassium hydroxide), CSC1CC(N1)=O (4-methylthio-2-azetidinone), ICC(=O)OCC1=CC=C(C=C1)[N+](=O)[O-] (p-nitrobenzyl iodoacetate). Reagents/catalysts: [Br-].C(CCC)[N+](CCCC)(CCCC)CCCC (tetrabutylammonium bromide). Solvent: C(C)(=O)OCC (ethyl acetate), O1CCCC1 (tetrahydrofuran), O1CCCC1 (tetrahydrofuran). Product: CSC1CC(N1CC(=O)OCC1=CC=C(C=C1)[N+](=O)[O-])=O (p-Nitrobenzyl 2-(4-methylthio-2-azetidinon-1-yl)acetate). The yield is 25.5%. As a reaction SMILES: [OH-].[K+].[CH3:3][S:4][CH:5]1[NH:8][C:7](=[O:9])[CH2:6]1.I[CH2:11][C:12]([O:14][CH2:15][C:16]1[CH:21]=[CH:20][C:19]([N+:22]([O-:24])=[O:23])=[CH:18][CH:17]=1)=[O:13]>[Br-].C([N+](CCCC)(CCCC)CCCC)CCC.O1CCCC1.C(OCC)(=O)C>[CH3:3][S:4][CH:5]1[N:8]([CH2:11][C:12]([O:14][CH2:15][C:16]2[CH:21]=[CH:20][C:19]([N+:22]([O-:24])=[O:23])=[CH:18][CH:17]=2)=[O:13])[C:7](=[O:9])[CH2:6]1 |f:0.1,4.5|. Reported procedure: Powdery potassium hydroxide (36 mg, 0.64 mmole) and tetrabutylammonium bromide (21 mg) were suspended in tetrahydrofuran (3 ml). To the suspension was slowly added dropwise a solution of 4-methylthio-2-azetidinone (72.5 mg, 0.62 mmole) and p-nitrobenzyl iodoacetate (493 mg, 1.25 mmoles) in tetrahydrofuran (1 ml) at -20° C., with stirring. The temperature of the mixture was elevated to room temperature step by step and the mixture was stirred at room temperature for 1.5 hours. After completion of... The reactants are CCN(CC)CCCN, C1CCOC1, Cc1ccc(C(=O)NC(C)C)cc1-c1nc(S(C)=O)nc2c1CNC(=O)N2c1c(F)cccc1F. The product is CCN(CC)CCCNc1nc(-c2cc(C(=O)NC(C)C)ccc2C)c2c(n1)N(c1c(F)cccc1F)C(=O)NC2. Reaction SMILES: [CH2:36]([CH3:37])[N:38]([CH2:39][CH2:40][CH2:41][NH2:42])[CH2:43][CH3:44].[CH2:45]1[O:46][CH2:47][CH2:48][CH2:49]1.[F:1][c:2]1[c:3]([N:9]2[C:10](=[O:35])[NH:11][CH2:12][c:13]3[c:14]2[n:15][c:16]([S:32]([CH3:33])=[O:34])[n:17][c:18]3-[c:19]2[cH:20][c:21]([C:22](=[O:23])[NH:24][CH:25]([CH3:26])[CH3:27])[cH:28][cH:29][c:30]2[CH3:31])[c:4]([F:8])[cH:5][cH:6][cH:7]1>>[F:1][c:2]1[c:3]([N:9]2[C:10](=[O:35])[NH:11][CH2:12][c:13]3[c:14]2[n:15][c:16]([NH:42][CH2:41][CH2:40][CH2:39][N:38]([CH2:36][CH3:37])[CH2:43][CH3:44])[n:17][c:18]3-[c:19]2[cH:20][c:21]([C:22](=[O:23])[NH:24][CH:25]([CH3:26])[CH3:27])[cH:28][cH:29][c:30]2[CH3:31])[c:4]([F:8])[cH:5][cH:6][cH:7]1. Reactants: O=C([O-])[O-], C[Si](C)(C)CCOCn1c(-c2ccc(OCc3ccccc3)cc2)cc2c(Cl)ncnc21, CN(C)C=O, [K+], [K+], O, Oc1ccc2[nH]ccc2c1. Product: C[Si](C)(C)CCOCn1c(-c2ccc(OCc3ccccc3)cc2)cc2c(Oc3ccc4[nH]ccc4c3)ncnc21. Reaction SMILES: [C:16](=[O:17])([O-:18])[O-:19].[CH2:22]([c:23]1[cH:24][cH:25][cH:26][cH:27][cH:28]1)[O:29][c:30]1[cH:31][cH:32][c:33](-[c:36]2[cH:37][c:38]3[c:39]([n:40][cH:41][n:42][c:43]3[Cl:44])[n:45]2[CH2:46][O:47][CH2:48][CH2:49][Si:50]([CH3:51])([CH3:52])[CH3:53])[cH:34][cH:35]1.[CH3:1][N:2]([CH3:3])[CH:4]=[O:5].[K+:20].[K+:21].[OH2:54].[OH:6][c:7]1[cH:8][c:9]2[cH:10][cH:11][nH:12][c:13]2[cH:14][cH:15]1>>[O:6]([c:7]1[cH:8][c:9]2[cH:10][cH:11][nH:12][c:13]2[cH:14][cH:15]1)[c:43]1[c:38]2[cH:37][c:36](-[c:33]3[cH:32][cH:31][c:30]([O:29][CH2:22][c:23]4[cH:24][cH:25][cH:26][cH:27][cH:28]4)[cH:35][cH:34]3)[n:45]([CH2:46][O:47][CH2:48][CH2:49][Si:50]([CH3:51])([CH3:52])[CH3:53])[c:39]2[n:40][cH:41][n:42]1. Reactants: ClCCCCN1C(N(C2=C1C=CC=C2)C(=C)C)=O (1-(4-chlorobutyl)-1,3-dihydro-3-(1-methylethenyl)-2H-benzimidazol-2-one), ClC1=CC2=C(N(C(N2)=O)C2CCNCC2)C=C1 (5-chloro-1,3-dihydro-1-(4-piperidinyl)-2H-benzimidazol-2-one), C([O-])([O-])=O.[Na+].[Na+] (sodium carbonate), [I-].[K+] (potassium iodide). Solvent: CC(CC(C)=O)C (4-methyl-2-pentanone), O (water). The product is O.ClC1=CC2=C(N(C(N2)=O)C2CCN(CC2)CCCCN2C(NC3=C2C=CC=C3)=O)C=C1.ClC1=CC3=C(N(C(N3)=O)C3CCN(CC3)CCCCN3C(NC2=C3C=CC=C2)=O)C=C1 (5-chloro-1-{1-[4-(2,3-dihydro-2-oxo-1H-benzimidazol-1-yl)butyl]-4-piperidinyl}-1,3-dihydro-2H-benzimidazol-2-one hemihydrate). The yield is 46.0%. Reaction SMILES: Cl[CH2:2][CH2:3][CH2:4][CH2:5][N:6]1[C:10]2[CH:11]=[CH:12][CH:13]=[CH:14][C:9]=2[N:8](C(C)=C)[C:7]1=[O:18].[Cl:19][C:20]1[CH:35]=[CH:34][C:23]2[N:24]([CH:28]3[CH2:33][CH2:32][NH:31][CH2:30][CH2:29]3)[C:25](=[O:27])[NH:26][C:22]=2[CH:21]=1.C(=O)([O-])[O-].[Na+].[Na+].[I-].[K+]>O.CC(C)CC(=O)C>[OH2:18].[Cl:19][C:20]1[CH:35]=[CH:34][C:23]2[N:24]([CH:28]3[CH2:29][CH2:30][N:31]([CH2:2][CH2:3][CH2:4][CH2:5][N:6]4[C:10]5[CH:11]=[CH:12][CH:13]=[CH:14][C:9]=5[NH:8][C:7]4=[O:18])[CH2:32][CH2:33]3)[C:25](=[O:27])[NH:26][C:22]=2[CH:21]=1.[Cl:19][C:20]1[CH:35]=[CH:34][C:23]2[N:24]([CH:28]3[CH2:29][CH2:30][N:31]([CH2:2][CH2:3][CH2:4][CH2:5][N:6]4[C:10]5[CH:11]=[CH:12][CH:13]=[CH:14][C:9]=5[NH:8][C:7]4=[O:18])[CH2:32][CH2:33]3)[C:25](=[O:27])[NH:26][C:22]=2[CH:21]=1 |f:2.3.4,5.6,9.10.11|. Procedure details: A mixture of 9.25 parts of 1-(4-chlorobutyl)-1,3-dihydro-3-(1-methylethenyl)-2H-benzimidazol-2-one, 7.55 parts of 5-chloro-1,3-dihydro-1-(4-piperidinyl)-2H-benzimidazol-2-one, 10.6 parts of sodium carbonate, 0.1 parts of potassium iodide and 200 parts of 4-methyl-2-pentanone is stirred and refluxed for 18 hours. After cooling, water is added and the layers are separated. The organic phase is dried, filtered and evaporated. The residue is dissolved in 40 parts of ethanol and the solution is acidi...